This data is from the Open Reaction Database (ORD), a public repository of structured organic reaction records. The task is: describe an organic reaction: reactants, conditions, products, and yield The reactants are C(C)OC(=C)C1=NC=C(C#N)C=C1 (6-(1-ethoxy-vinyl)-nicotinonitrile). Run in C1CCOC1 (THF), Cl (hydrochloric acid). Conditions: time 16 hour. Isolated yield 34.5%. Reaction SMILES: C([O:3][C:4]([C:6]1[CH:13]=[CH:12][C:9]([C:10]#[N:11])=[CH:8][N:7]=1)=[CH2:5])C>C1COCC1.Cl>[C:4]([C:6]1[CH:13]=[CH:12][C:9]([C:10]#[N:11])=[CH:8][N:7]=1)(=[O:3])[CH3:5]. Procedure: Dissolve crude 6-(1-ethoxy-vinyl)-nicotinonitrile (14.5 g, ca. 80%) in THF (120 mL) and 2.5 N hydrochloric acid (40 mL). Stir the solution for 16 h at room temperature. Quench the reaction with saturated aqueous NaHCO3 (pH to 7.5). Extract the mixture with EtOAc (200 mL). Dry the organic layer over Na2SO4, filter and concentrate in vacuo. Purify the crude mixture by chromatography on silica gel (120 g) eluting with hexane/EtOAc (9:1 to 3:1 gradient) to obtain the desired intermediate (4.2 g, 65%... Product: C(C)(=O)C1=NC=C(C#N)C=C1 (6-Acetyl-nicotinonitrile). Reactants: COC([C@H]1NCCC1O)=O (3-hydroxyproline methyl ester), CC(C)OC(=O)/N=N/C(=O)OC(C)C (DIAD), C1(=CC=CC=C1)P(C1=CC=CC=C1)C1=CC=CC=C1 (triphenylphosphine), C1(=CC=CC=C1)P(=O)(C1=CC=CC=C1)N=[N+]=[N-] (diphenylphosphoryl azide). Yields the product COC([C@H]1NCCC1N=[N+]=[N-])=O (3-azido proline methyl ester). RXN SMILES: [CH3:1][O:2][C:3](=[O:10])[C@@H:4]1[CH:8](O)[CH2:7][CH2:6][NH:5]1.CC(OC(/N=N/C(OC(C)C)=O)=O)C.C1(P(C2C=CC=CC=2)C2C=CC=CC=2)C=CC=CC=1.C1(P([N:58]=[N+:59]=[N-:60])(C2C=CC=CC=2)=O)C=CC=CC=1>>[CH3:1][O:2][C:3](=[O:10])[C@@H:4]1[CH:8]([N:58]=[N+:59]=[N-:60])[CH2:7][CH2:6][NH:5]1. Procedure details: Reaction of 3-hydroxyproline methyl ester with DIAD, triphenylphosphine and diphenylphosphoryl azide provides the desired 3-azido proline methyl ester. Transformation is typically carried out at low temperatures, e.g., 0° C., and after the addition, the reaction is allowed to warm to ambient temperature, e.g., about 25° C. Starting materials: C(C1=CC=CC=C1)OC1=CC=C(O[C@H]2CO[C@@H](OC2)CCCNC(C)=O)C=C1 (trans-N-{3-[5-(4-Benzyloxyphenoxy)-[1,3]dioxan-2-yl]propyl}acetamide), C1(CCCC1)Br (cyclopentyl bromide). Product: C1(CCCC1)OC1=CC=C(O[C@H]2CO[C@@H](OC2)CCCNC(C)=O)C=C1 (trans-N-{3-[5-(4-Cyclopentyloxyphenoxy)-[1,3]dioxan-2-yl]propyl}acetamide). Reaction SMILES: [CH2:1]([O:8][C:9]1[CH:28]=[CH:27][C:12]([O:13][C@@H:14]2[CH2:19][O:18][C@@H:17]([CH2:20][CH2:21][CH2:22][NH:23][C:24](=[O:26])[CH3:25])[O:16][CH2:15]2)=[CH:11][CH:10]=1)[C:2]1[CH:7]=[CH:6][CH:5]=CC=1.C1(Br)CCCC1>>[CH:1]1([O:8][C:9]2[CH:28]=[CH:27][C:12]([O:13][C@@H:14]3[CH2:19][O:18][C@@H:17]([CH2:20][CH2:21][CH2:22][NH:23][C:24](=[O:26])[CH3:25])[O:16][CH2:15]3)=[CH:11][CH:10]=2)[CH2:5][CH2:6][CH2:7][CH2:2]1. Procedure details: trans-N-{3-[5-(4-Benzyloxyphenoxy)-[1,3]dioxan-2-yl]propyl}acetamide (24 mg, 0.062 mmol) was hydrogenated and reacted with cyclopentyl bromide in analogy to example 5. Yield: 6 mg (34%) M+H+: 364.21.